Dataset: the Open Reaction Database (ORD), a public repository of structured organic reaction records. Task: describe an organic reaction: reactants, conditions, products, and yield Reactants: C1(=CC=CC=C1)C1=C(C=CC=C1)O (o-phenylphenol), S(O)(O)(=O)=O (sulfuric acid). Reagents/catalysts: C1(=CC=CC=C1)S(=O)(=O)O (benzenesulfonic acid). Run in ClC1=CC=CC=C1 (chlorobenzene). Conditions: time 10 hour. The product is C1(=CC=CC=C1)C=1C=C(C=CC1O)S(=O)(=O)C1=CC(=C(C=C1)O)C1=CC=CC=C1 (bis(3-phenyl-4-hydroxyphenyl)sulfone). Yield: 85.0%. RXN SMILES: [C:1]1([C:7]2[CH:12]=[CH:11][CH:10]=[CH:9][C:8]=2[OH:13])[CH:6]=[CH:5][CH:4]=[CH:3][CH:2]=1.[S:14](=[O:18])(=O)(O)[OH:15]>C1(S(O)(=O)=O)C=CC=CC=1.ClC1C=CC=CC=1>[C:1]1([C:7]2[CH:12]=[C:11]([S:14]([C:11]3[CH:10]=[CH:9][C:8]([OH:13])=[C:7]([C:1]4[CH:6]=[CH:5][CH:4]=[CH:3][CH:2]=4)[CH:12]=3)(=[O:18])=[O:15])[CH:10]=[CH:9][C:8]=2[OH:13])[CH:2]=[CH:3][CH:4]=[CH:5][CH:6]=1. Reported procedure: To a mixture of 391 g (2.3 mol) of o-phenylphenol, 100 g (1 mol) of 98% by weight sulfuric acid, and 100 g of chlorobenzene was added 9.5 g (0.05 mol) of benzenesulfonic acid and heated with stirring. While the generated water was distilled away with chlorobenzene and the organic phase of the distillate was refluxed into the reaction vessel, the reaction was carried out for 10 hours. At the time when the distilled water amounted to 36 milliliters and the temperature in the reaction vessel rose t... The reactants are O=CC1C(OC(=O)c2ccccc2)CC2OC(=O)CC21, C1CCOC1, [Cl-], ClCCl, [Li+], CCOP(=O)(CC(=O)c1cc2ccccc2s1)OCC. Product: O=C1CC2C(CC(OC(=O)c3ccccc3)C2C=CC(=O)c2cc3ccccc3s2)O1. Reaction SMILES: [C:1]([c:2]1[cH:3][cH:4][cH:5][cH:6][cH:7]1)(=[O:8])[O:9][CH:10]1[CH:11]([CH:19]=[O:20])[CH:12]2[CH:13]([O:14][C:15](=[O:17])[CH2:16]2)[CH2:18]1.[CH2:46]1[O:47][CH2:48][CH2:49][CH2:50]1.[Cl-:45].[Cl:41][CH2:42][Cl:43].[Li+:44].[s:21]1[c:22]2[c:23]([cH:24][c:25]1[C:26]([CH2:27][P:28](=[O:29])([O:30][CH2:31][CH3:32])[O:33][CH2:34][CH3:35])=[O:36])[cH:37][cH:38][cH:39][cH:40]2>>[C:1]([c:2]1[cH:3][cH:4][cH:5][cH:6][cH:7]1)(=[O:8])[O:9][CH:10]1[CH:11]([CH:19]=[CH:27][C:26]([c:25]2[s:21][c:22]3[c:23]([cH:24]2)[cH:37][cH:38][cH:39][cH:40]3)=[O:36])[CH:12]2[CH:13]([O:14][C:15](=[O:17])[CH2:16]2)[CH2:18]1. Reactants: CCN=C=NCCCN(C)C, NCc1cccc(C(F)(F)F)c1Cl, ClCCl, Cl, O=C(O)C1CCC(=O)N1Cc1ccccn1, On1nnc2ccccc21. Yields the product O=C(NCc1cccc(C(F)(F)F)c1Cl)C1CCC(=O)N1Cc1ccccn1. As a reaction SMILES: [CH3:18][N:19]([CH3:20])[CH2:21][CH2:22][CH2:23][N:24]=[C:25]=[N:26][CH2:27][CH3:28].[Cl:39][c:40]1[c:41]([CH2:50][NH2:51])[cH:42][cH:43][cH:44][c:45]1[C:46]([F:47])([F:48])[F:49].[Cl:52][CH2:53][Cl:54].[ClH:17].[O:1]=[C:2]1[CH2:3][CH2:4][CH:5]([C:14](=[O:15])[OH:16])[N:6]1[CH2:7][c:8]1[n:9][cH:10][cH:11][cH:12][cH:13]1.[OH:29][n:30]1[c:31]2[cH:32][cH:33][cH:34][cH:35][c:36]2[n:37][n:38]1>>[O:1]=[C:2]1[CH2:3][CH2:4][CH:5]([C:14](=[O:16])[NH:51][CH2:50][c:41]2[c:40]([Cl:39])[c:45]([C:46]([F:47])([F:48])[F:49])[cH:44][cH:43][cH:42]2)[N:6]1[CH2:7][c:8]1[n:9][cH:10][cH:11][cH:12][cH:13]1. The reactants are C1(CCCC1)CCCOC1=CC(=C(C=C1OC)C(C#N)(C)C)[N+](=O)[O-] (2-(4-(3-cyclopentylpropoxy)-5-methoxy-2-nitrophenyl)-2-methylpropanenitrile), COC=1C(=CC(=C(C1)C1(CCC1)C#N)[N+](=O)[O-])OCCCN1CCCC1 (1-(5-methoxy-2-nitro-4-(3-(pyrrolidin-1-yl)propoxy)phenyl)cyclobutanecarbonitrile). The product is C1(CCCC1)CCCOC1=C(C=C2C(C(=NC2=C1)N)(C)C)OC (6-(3-cyclopentylpropoxy)-5-methoxy-3,3-dimethyl-3H-indol-2-amine). The yield is 37.2%. Reaction SMILES: [CH:1]1([CH2:6][CH2:7][CH2:8][O:9][C:10]2[C:15]([O:16][CH3:17])=[CH:14][C:13]([C:18]([CH3:22])([CH3:21])[C:19]#[N:20])=[C:12]([N+:23]([O-])=O)[CH:11]=2)[CH2:5][CH2:4][CH2:3][CH2:2]1.COC1C(OCCCN2CCCC2)=CC([N+]([O-])=O)=C(C2(C#N)CCC2)C=1>>[CH:1]1([CH2:6][CH2:7][CH2:8][O:9][C:10]2[CH:11]=[C:12]3[C:13]([C:18]([CH3:22])([CH3:21])[C:19]([NH2:20])=[N:23]3)=[CH:14][C:15]=2[O:16][CH3:17])[CH2:5][CH2:4][CH2:3][CH2:2]1. Procedure: 2-(4-(3-cyclopentylpropoxy)-5-methoxy-2-nitrophenyl)-2-methylpropanenitrile (0.126 g, 0.365 mmol), from Step 3, was treated in a manner analogous to that described for 1-(5-methoxy-2-nitro-4-(3-(pyrrolidin-1-yl)propoxy)phenyl)cyclobutanecarbonitrile in Step 5 of Example 7. Purification of the crude product by flash chromatography (silica gel, 10-30% MeOH/DCM) afforded 43 mg (37%) of 6-(3-cyclopentylpropoxy)-5-methoxy-3,3-dimethyl-3H-indol-2-amine 1H NMR (400 MHz, DMSO) δ 7.20 (s, 1H), 6.80 (s, 1...